From a dataset of the Open Reaction Database (ORD), a public repository of structured organic reaction records. describe an organic reaction: reactants, conditions, products, and yield Reactants: CC1N(C2=CC=C(C=C2C1)C(C(F)(F)F)(C(F)(F)F)O[Si](CC)(CC)CC)C(CO)C1=CC=CC=C1 (2-[2-methyl-5-(2,2,2-trifluoro-1-triethylsilanyloxy-1-trifluoromethyl-ethyl)-2,3-dihydro-indol-1-yl]-2-phenyl-ethanol), CCCC[N+](CCCC)(CCCC)CCCC.[F-] (TBAF), [NH4+].[Cl-] (NH4Cl), CCOCC (Et2O). Solvent: C1CCOC1 (THF), C1CCOC1 (THF). Reaction conditions: time 24 hour. Yields the product FC(C(C(F)(F)F)(O)C=1C=C2CC(N(C2=CC1)C(CO)C1=CC=CC=C1)C)(F)F (1,1,1,3,3,3-hexafluoro-2-[1-(2-hydroxy-1-phenyl-ethyl)-2-methyl-2,3-dihydro-1H-indol-5-yl]-propan-2-ol). Isolated yield 61.6%. As a reaction SMILES: [CH3:1][CH:2]1[CH2:10][C:9]2[C:4](=[CH:5][CH:6]=[C:7]([C:11]([O:20][Si](CC)(CC)CC)([C:16]([F:19])([F:18])[F:17])[C:12]([F:15])([F:14])[F:13])[CH:8]=2)[N:3]1[CH:28]([C:31]1[CH:36]=[CH:35][CH:34]=[CH:33][CH:32]=1)[CH2:29][OH:30].CCCC[N+](CCCC)(CCCC)CCCC.[F-].CCOCC.[NH4+].[Cl-]>C1COCC1>[F:15][C:12]([F:13])([F:14])[C:11]([C:7]1[CH:8]=[C:9]2[C:4](=[CH:5][CH:6]=1)[N:3]([CH:28]([C:31]1[CH:36]=[CH:35][CH:34]=[CH:33][CH:32]=1)[CH2:29][OH:30])[CH:2]([CH3:1])[CH2:10]2)([OH:20])[C:16]([F:19])([F:18])[F:17] |f:1.2,4.5|. Reported procedure: To a solution of 19 mg (0.036 mmol) of 2-[2-methyl-5-(2,2,2-trifluoro-1-triethylsilanyloxy-1-trifluoromethyl-ethyl)-2,3-dihydro-indol-1-yl]-2-phenyl-ethanol in 0.5 mL THF were added 0.043 mL (0.043 mmol) of a 1M TBAF solution in THF. After stirring at RT for 24 hrs the mixture was distributed between Et2O and a saturated aqueous solution of NH4Cl. The combined organic phases were dried over Na2SO4 and evaporated. Column chromatography on silica gel with n-heptane/EtOAc 2:1 yielded 9.3 mg (62%) o... Starting materials: O=C1CCC(=O)N1Cl, ClCCl, CC(C)(C)OC(=O)Cn1cc(CC#N)c2c(N)cccc21. The product is CC(C)(C)OC(=O)Cn1cc(CC#N)c2c(N)c(Cl)ccc21. RXN SMILES: [Cl:22][N:23]1[C:24](=[O:25])[CH2:26][CH2:27][C:28]1=[O:29].[Cl:30][CH2:31][Cl:32].[NH2:1][c:2]1[c:3]2[c:4]([CH2:19][C:20]#[N:21])[cH:5][n:6]([CH2:11][C:12](=[O:13])[O:14][C:15]([CH3:16])([CH3:17])[CH3:18])[c:7]2[cH:8][cH:9][cH:10]1>>[NH2:1][c:2]1[c:3]2[c:4]([CH2:19][C:20]#[N:21])[cH:5][n:6]([CH2:11][C:12](=[O:13])[O:14][C:15]([CH3:16])([CH3:17])[CH3:18])[c:7]2[cH:8][cH:9][c:10]1[Cl:22]. Starting materials: C(#N)CC=1C(=NC=CC1)C#N (3-(cyanomethyl)picolinonitrile), [O-]CC.[Na+] (sodium ethoxide). The solvent is C(C)O (ethanol). Product: C(C)OC=1C=C2C=CC=NC2=C(N1)N (6-ethoxy-1,7-naphthyridin-8-amine). Isolated yield 14.0%. Reaction SMILES: [C:1]([CH2:3][C:4]1[C:5]([C:10]#[N:11])=[N:6][CH:7]=[CH:8][CH:9]=1)#[N:2].[O-:12][CH2:13][CH3:14].[Na+]>C(O)C>[CH2:13]([O:12][C:1]1[CH:3]=[C:4]2[C:5](=[C:10]([NH2:11])[N:2]=1)[N:6]=[CH:7][CH:8]=[CH:9]2)[CH3:14] |f:1.2|. Procedure details: To a 1 L round bottom flask was added 3-(cyanomethyl)picolinonitrile (3.56 g, 24.9 mmol), absolute ethanol (400 mL), followed by sodium ethoxide (11.1 mL, 21% solution w/v, 29.9 mmol). The mixture was stirred at reflux for 3 h. The solvent was then concentrated and the resultant residue was dissolved in ethyl acetate (200 mL), washed with brine, dried over Na2SO4 and concentrated. The residue was purified by silica gel to yield 6-ethoxy-1,7-naphthyridin-8-amine as a pale yellow solid (0.66 g, 3.... The reactants are [N+](=[N-])=CC(=O)C=[N+]=[N-].C(C1=CC=CC=C1)OC(=O)N[C@@H](CC(C)C)C(=O)N[C@@H](CC1=CC=CC=C1)C(=O)O (N-Benzyloxycarbonyl-L-leucyl-L-phenylalanine diazomethylketone), C(C1=CC=CO1)O (furfuryl alcohol). Reagents/catalysts: C(C)(=O)[O-].[Rh+3].C(C)(=O)[O-].C(C)(=O)[O-] (rhodium acetate). Run in C(Cl)Cl (methylene chloride). Conditions: time 1 hour. Product: C(C1=CC=CC=C1)OC(=O)N[C@H](C(=O)N[C@H](C(COCC1=CC=CO1)=O)CC1=CC=CC=C1)CC(C)C ((s)-3-((s)-2-benzyloxycarbonylamino-4-methyl-valerylamino)-1-furfuryloxy-4-phenyl-2-butanone). Isolated yield 7.4%. Reaction SMILES: [N+](=[CH:3]C(C=[N+]=[N-])=O)=[N-].[CH2:9]([O:16][C:17]([NH:19][C@H:20]([C:25]([NH:27][C@H:28]([C:36](O)=[O:37])[CH2:29][C:30]1[CH:35]=[CH:34][CH:33]=[CH:32][CH:31]=1)=[O:26])[CH2:21][CH:22]([CH3:24])[CH3:23])=[O:18])[C:10]1[CH:15]=[CH:14][CH:13]=[CH:12][CH:11]=1.[CH2:39]([OH:45])[C:40]1[O:44][CH:43]=[CH:42][CH:41]=1>C(Cl)Cl.C([O-])(=O)C.[Rh+3].C([O-])(=O)C.C([O-])(=O)C>[CH2:9]([O:16][C:17]([NH:19][C@@H:20]([CH2:21][CH:22]([CH3:24])[CH3:23])[C:25]([NH:27][C@@H:28]([CH2:29][C:30]1[CH:35]=[CH:34][CH:33]=[CH:32][CH:31]=1)[C:36](=[O:37])[CH2:3][O:45][CH2:39][C:40]1[O:44][CH:43]=[CH:42][CH:41]=1)=[O:26])=[O:18])[C:10]1[CH:11]=[CH:12][CH:13]=[CH:14][CH:15]=1 |f:0.1,4.5.6.7|. Procedure: N-Benzyloxycarbonyl-L-leucyl-L-phenylalanine diazomethylketone (314 mg) was dissolved in furfuryl alcohol (2 ml) and methylene chloride (1 ml). To the solution was added rhodium acetate (II) dimer (10 mg). After the mixture was stirred at room temperature for 1 hour, the solvents was removed in vacuo and the residue was chromatographed on a silica gel column, eluting with hexane-ethyl acetate to give the titled product (27 mg). Reactants: Cn1nccc1-c1ccc(C(=O)NC(Cc2ccccc2C(F)(F)F)CN2C(=O)c3ccccc3C2=O)cc1Br, C1CCOC1, CO, NN. Yields the product Cn1nccc1-c1ccc(C(=O)NC(CN)Cc2ccccc2C(F)(F)F)cc1Br. Reaction SMILES: [Br:1][c:2]1[cH:3][c:4]([C:5](=[O:6])[NH:7][CH:8]([CH2:9][N:10]2[C:11](=[O:12])[c:13]3[c:14]([cH:15][cH:16][cH:17][cH:18]3)[C:19]2=[O:20])[CH2:21][c:22]2[c:23]([C:28]([F:29])([F:30])[F:31])[cH:24][cH:25][cH:26][cH:27]2)[cH:32][cH:33][c:34]1-[c:35]1[cH:36][cH:37][n:38][n:39]1[CH3:40].[CH2:45]1[O:46][CH2:47][CH2:48][CH2:49]1.[CH3:43][OH:44].[NH2:41][NH2:42]>>[Br:1][c:2]1[cH:3][c:4]([C:5](=[O:6])[NH:7][CH:8]([CH2:9][NH2:10])[CH2:21][c:22]2[c:23]([C:28]([F:29])([F:30])[F:31])[cH:24][cH:25][cH:26][cH:27]2)[cH:32][cH:33][c:34]1-[c:35]1[cH:36][cH:37][n:38][n:39]1[CH3:40]. Starting materials: C1CCOC1, [Li]CCCC, CC=NS(=O)C(C)(C)C, [Cl-], OCc1cc(Cl)ccc1I, [NH4+]. Product: CC(NS(=O)C(C)(C)C)c1ccc(Cl)cc1CO. RXN SMILES: [CH2:27]1[O:28][CH2:29][CH2:30][CH2:31]1.[CH3:1][CH2:2][CH2:3][CH2:4][Li:5].[CH:16]([CH3:17])=[N:18][S:19](=[O:20])[C:21]([CH3:22])([CH3:23])[CH3:24].[Cl-:25].[I:6][c:7]1[c:8]([CH2:9][OH:10])[cH:11][c:12]([Cl:15])[cH:13][cH:14]1.[NH4+:26]>>[c:7]1([CH:16]([CH3:17])[NH:18][S:19](=[O:20])[C:21]([CH3:22])([CH3:23])[CH3:24])[c:8]([CH2:9][OH:10])[cH:11][c:12]([Cl:15])[cH:13][cH:14]1.